This data is from the Open Reaction Database (ORD), a public repository of structured organic reaction records. The task is: describe an organic reaction: reactants, conditions, products, and yield The reactants are BrCC=C1CCOCC1, CC[N+](CC)(CC)Cc1ccccc1, [Cl-], ClCCl, [Cs+], [OH-], O, CCOC(=O)CN=C(c1ccccc1)c1ccccc1. Product: CCOC(=O)C(CC=C1CCOCC1)N=C(c1ccccc1)c1ccccc1. RXN SMILES: [Br:24][CH2:25][CH:26]=[C:27]1[CH2:28][CH2:29][O:30][CH2:31][CH2:32]1.[CH2:34]([N+:35]([CH2:36][CH3:37])([CH2:38][CH3:39])[CH2:40][CH3:41])[c:42]1[cH:43][cH:44][cH:45][cH:46][cH:47]1.[Cl-:33].[Cl:48][CH2:49][Cl:50].[Cs+:23].[OH-:22].[OH2:21].[c:1]1([C:7](=[N:8][CH2:9][C:10](=[O:11])[O:12][CH2:13][CH3:14])[c:15]2[cH:16][cH:17][cH:18][cH:19][cH:20]2)[cH:2][cH:3][cH:4][cH:5][cH:6]1>>[c:1]1([C:7](=[N:8][CH:9]([C:10](=[O:11])[O:12][CH2:13][CH3:14])[CH2:25][CH:26]=[C:27]2[CH2:28][CH2:29][O:30][CH2:31][CH2:32]2)[c:15]2[cH:16][cH:17][cH:18][cH:19][cH:20]2)[cH:2][cH:3][cH:4][cH:5][cH:6]1. Reactants: CC(=O)C1=CC=C(C=C1)N (4-aminoacetophenone), [N-]=C=O.COC([C@@H](N)CC1=CC=C(C=C1)OC(C)=O)=O (O-acetyltyrosine methyl ester isocyanate), Cl.NO (hydroxylamine hydrochloride), C(OC)(OC)OC (trimethyl orthoformate). The solvent is C1CCOC1 (THF), N1=CC=CC=C1 (pyridine), C1CCOC1 (THF). Conditions: time 3 hour. The product is ON=C(C)C1=CC=C(C=C1)NC(=O)NC(CC1=CC=C(C=C1)OC(C)=O)C(=O)OC (N-[4-(1-hydroxyiminoethyl)phenyl]-N'-[1-methoxycarbonyl-2-(4-acetyloxyphenyl)ethyl]urea). RXN SMILES: [CH3:1][C:2]([C:4]1[CH:9]=[CH:8][C:7]([NH2:10])=[CH:6][CH:5]=1)=O.[N-:11]=[C:12]=[O:13].[CH3:14][O:15][C:16](=[O:30])[C@H:17]([CH2:19][C:20]1[CH:25]=[CH:24][C:23]([O:26][C:27](=[O:29])[CH3:28])=[CH:22][CH:21]=1)N.Cl.[NH2:32][OH:33].C(OC)(OC)OC>C1COCC1.N1C=CC=CC=1>[OH:33][N:32]=[C:2]([C:4]1[CH:9]=[CH:8][C:7]([NH:10][C:12]([NH:11][CH:17]([C:16]([O:15][CH3:14])=[O:30])[CH2:19][C:20]2[CH:25]=[CH:24][C:23]([O:26][C:27](=[O:29])[CH3:28])=[CH:22][CH:21]=2)=[O:13])=[CH:6][CH:5]=1)[CH3:1] |f:1.2,3.4|. Procedure: A solution of 2.7 g 4-aminoacetophenone in 40 mL is THF is dropwise to a solution of 0.02 mol of O-acetyltyrosine methyl ester isocyanate and 5 mL pyridine in 40 mL THF, and the reaction mixture is stirred for 3 hours. The solvent is then removed by rotary evaporator. The residue is dispersed in 50 mL CH3OH, and 0.022 mol hydroxylamine hydrochloride and 0.06 mol trimethyl orthoformate are added. The reaction mixture is heated to reflux for 10 hours. The solvent is removed by rotary evaporator. A... Isolated yield 129.8%. RXN SMILES: [C:1]([C:3]1[CH:4]=[C:5](B(O)O)[CH:6]=[CH:7][C:8]=1[F:9])#[N:2].P([O-])([O-])([O-])=O.[K+].[K+].[K+].C1(C)C=CC=CC=1.[F:28][C:29]1[CH:30]=[C:31]([CH:34]=[C:35]([F:37])[CH:36]=1)[CH2:32]Br>C1C=CC([P]([Pd]([P](C2C=CC=CC=2)(C2C=CC=CC=2)C2C=CC=CC=2)([P](C2C=CC=CC=2)(C2C=CC=CC=2)C2C=CC=CC=2)[P](C2C=CC=CC=2)(C2C=CC=CC=2)C2C=CC=CC=2)(C2C=CC=CC=2)C2C=CC=CC=2)=CC=1.C(OCC)C>[F:28][C:29]1[CH:30]=[C:31]([CH:34]=[C:35]([F:37])[CH:36]=1)[CH2:32][C:5]1[CH:6]=[CH:7][C:8]([F:9])=[C:3]([CH:4]=1)[C:1]#[N:2] |f:1.2.3.4,^1:41,43,62,81|. Reaction conditions: temperature 100 celsius. The reactants are C1(=CC=CC=C1)C (toluene), FC=1C=C(CBr)C=C(C1)F (3,5-difluorobenzyl bromide), C(#N)C=1C=C(C=CC1F)B(O)O (3-Cyano-4-fluorophenylboronic acid), P(=O)([O-])([O-])[O-].[K+].[K+].[K+] (potassium phosphate). Solvent: C(C)OCC (diethylether). Yields the product FC=1C=C(CC=2C=CC(=C(C#N)C2)F)C=C(C1)F (5-(3,5-Difluoro-benzyl)-2-fluoro-benzonitrile). The reagents and catalysts are C=1C=CC(=CC1)[P](C=2C=CC=CC2)(C=3C=CC=CC3)[Pd]([P](C=4C=CC=CC4)(C=5C=CC=CC5)C=6C=CC=CC6)([P](C=7C=CC=CC7)(C=8C=CC=CC8)C=9C=CC=CC9)[P](C=1C=CC=CC1)(C=1C=CC=CC1)C=1C=CC=CC1 (Pd(PPh3)4). Procedure details: 3-Cyano-4-fluorophenylboronic acid (1.649 g, 10 mmol), powdered potassium phosphate (4.254 g, 20 mmol) and Pd(PPh3)4 (231 mg, 0.2 mmol) were charged in an oven-dried flask under argon atmosphere. The flask was evacuated and back-filled with argon thrice and then toluene (30 mL) and 3,5-difluorobenzyl bromide (1.295 mL, 10 mmol) were added by means of a syringe through a lattice stopper, under good stirring. The reaction mixture was heated to 100° C. in half an hour and maintained at that tempera... Starting materials: C(C)(=O)O (acetic acid), BrC1=CC(=C(C=C1)C)[N+](=O)[O-] (4-bromo-2-nitrotoluene), N1CCCC1 (pyrrolidine), CN(C=O)C (dimethylformamide), DMF-dimethylacetal. Reagents/catalysts: [Zn] (zinc). The solvent is CCOCC (ether). Conditions: temperature 110 celsius, time 3 hour. Yields the product BrC1=CC=C2C=CNC2=C1 (6-Bromo-1H-indole). Reaction SMILES: [Br:1][C:2]1[CH:7]=[CH:6][C:5]([CH3:8])=[C:4]([N+:9]([O-])=O)[CH:3]=1.[CH3:12]N(C)C=O.N1CCCC1.C(O)(=O)C>CCOCC.[Zn]>[Br:1][C:2]1[CH:3]=[C:4]2[C:5]([CH:8]=[CH:12][NH:9]2)=[CH:6][CH:7]=1. Procedure: Combine 4-bromo-2-nitrotoluene (5.0 g, 23.1 mmol), dimethylformamide (50 ml), DMF-dimethylacetal (9.0 ml, 69.4 mmol), and pyrrolidine (2.0 ml, 23.1 mmol). Heat to 110° C. After 3 hours, cool to room temperature, dilute with ether, and wash with water. Combine the organic layers, and concentrate to give a residue. Combine the residue and 80% aq. acetic acid (120 ml) and heat at 75° C. Add zinc dust (13.1 g, 200.5 mmol) portionwise. Heat to 85° C. After 2 hours, cool and filter. Dilute the filtrat... The reactants are CN1CCN(CC1)C=1OC2=C(N1)C=CC=C2 (2-(4-methyl-1-piperazinyl)-benzoxazole), C(C=C)I (allyl iodide). Procedure: A 1.09 g portion of 2-(4-methyl-1-piperazinyl)-benzoxazole and 0.69 ml of allyl iodide were treated in the same manner as in Example 2 to obtain 1.88 g of the title compound. Reaction SMILES: [CH3:1][N:2]1[CH2:7][CH2:6][N:5]([C:8]2[O:9][C:10]3[CH:16]=[CH:15][CH:14]=[CH:13][C:11]=3[N:12]=2)[CH2:4][CH2:3]1.[CH2:17]([I:20])[CH:18]=[CH2:19]>>[I-:20].[CH2:17]([N+:2]1([CH3:1])[CH2:3][CH2:4][N:5]([C:8]2[O:9][C:10]3[CH:16]=[CH:15][CH:14]=[CH:13][C:11]=3[N:12]=2)[CH2:6][CH2:7]1)[CH:18]=[CH2:19] |f:2.3|. Yields the product [I-].C(C=C)[N+]1(CCN(CC1)C=1OC2=C(N1)C=CC=C2)C (1-Allyl-1-methyl-4-(benzoxazol-2-yl)piperazinium iodide). Starting materials: CC(=O)Cl, CN(Cc1cc(Nc2ccccc2)n(-c2ccccc2)n1)C(=O)OC(C)(C)C, CN(C)C=O, [H-], [Na+], C1CCOC1, O. Yields the product CC(=O)N(c1ccccc1)c1cc(CN(C)C(=O)OC(C)(C)C)nn1-c1ccccc1. Reaction SMILES: [CH3:31][C:32]([Cl:33])=[O:34].[CH3:3][N:4]([C:5]([O:6][C:7]([CH3:8])([CH3:9])[CH3:10])=[O:11])[CH2:12][c:13]1[n:14][n:15](-[c:25]2[cH:26][cH:27][cH:28][cH:29][cH:30]2)[c:16]([NH:18][c:19]2[cH:20][cH:21][cH:22][cH:23][cH:24]2)[cH:17]1.[CH3:41][N:42]([CH3:43])[CH:44]=[O:45].[H-:1].[Na+:2].[O:36]1[CH2:37][CH2:38][CH2:39][CH2:40]1.[OH2:35]>>[CH3:3][N:4]([C:5]([O:6][C:7]([CH3:8])([CH3:9])[CH3:10])=[O:11])[CH2:12][c:13]1[n:14][n:15](-[c:25]2[cH:26][cH:27][cH:28][cH:29][cH:30]2)[c:16]([N:18]([c:19]2[cH:20][cH:21][cH:22][cH:23][cH:24]2)[C:32]([CH3:31])=[O:34])[cH:17]1.